From a dataset of the Open Reaction Database (ORD), a public repository of structured organic reaction records. describe an organic reaction: reactants, conditions, products, and yield Starting materials: [Br-], C#Cc1ccc(F)c(F)c1F, C1CCOC1, C[Mg+], CCCCC=O, Cl. Yields the product CCCCC(O)C#Cc1ccc(F)c(F)c1F. As a reaction SMILES: [Br-:12].[C:1](#[CH:2])[c:3]1[c:4]([F:11])[c:5]([F:10])[c:6]([F:9])[cH:7][cH:8]1.[CH2:22]1[O:23][CH2:24][CH2:25][CH2:26]1.[CH3:13][Mg+:14].[CH:15]([CH2:16][CH2:17][CH2:18][CH3:19])=[O:20].[ClH:21]>>[C:1](#[C:2][CH:15]([CH2:16][CH2:17][CH2:18][CH3:19])[OH:20])[c:3]1[c:4]([F:11])[c:5]([F:10])[c:6]([F:9])[cH:7][cH:8]1. Starting materials: ClC1=C(C2=C(C3CNCC3C2)S1)C#N (5-Chloro-1,2,3,3a,7,7a-hexahydro-4-thia-2-aza-cyclopenta[α]pentalene-6-carbonitrile), CCO (EtOH), N(=O)OC(C)(C)C (t-butyl nitrite). The reagents and catalysts are CC(=O)[O-].CC(=O)[O-].[Cu+2] (Cu(OAc)2). Reaction conditions: temperature 60 celsius. The product is C(C)OC(=O)N1CC2CC3=C(C2C1)SC=C3C#N (6-Cyano-3,3a,7,7a-tetrahydro-1H-4-thia-2-aza-cyclopenta[α]pentalene-2-carboxylic acid ethyl ester). Isolated yield 27.0%. As a reaction SMILES: Cl[C:2]1[S:12][C:5]2[CH:6]3[CH:10]([CH2:11][C:4]=2[C:3]=1[C:13]#[N:14])[CH2:9][NH:8][CH2:7]3.N([O:17][C:18]([CH3:21])(C)C)=O.C[CH2:23][OH:24]>CC([O-])=O.CC([O-])=O.[Cu+2]>[CH2:18]([O:17][C:23]([N:8]1[CH2:7][CH:6]2[CH:10]([CH2:11][C:4]3[C:3]([C:13]#[N:14])=[CH:2][S:12][C:5]=32)[CH2:9]1)=[O:24])[CH3:21] |f:3.4.5|. Reported procedure: The product from Example 12, step a) (105 mg, 0.38 mmol) was dissolved in EtOH (1.9 ml) and treated with t-butyl nitrite (59 mg, 0.57 mmol) followed by Cu(OAc)2 (103 mg, 0.57 mmol). The contents were heated to 60° C. for 1 hour and then the reaction mixture was cooled and the EtOH was concentrated. The residue was partitioned between brine (5 ml) and EtOAc (10 ml). The brine layer was washed with EtOAc (4×10 ml) and the combined organic layers were dried (MgSO4), filtered and concentrated. The c... Starting materials: CNC[C@H](O)[C@@H](O)[C@H](O)[C@H](O)CO (N-methyl-D-glucamine), CC1([C@@H](N2[C@H](S1)[C@@H](C2=O)NC(=O)[C@@H](C3=CC=C(C=C3)O)N)C(=O)O)C.O.O.O (amoxicillin trihydrate). Run in O (water). Yields the product CNC[C@H](O)[C@@H](O)[C@H](O)[C@H](O)CO (N-methyl-D-glucamine), CC1([C@@H](N2[C@H](S1)[C@@H](C2=O)NC(=O)[C@@H](C=3C=CC(=CC3)O)N)C(=O)O)C (amoxicillin). Reaction SMILES: [CH3:1][NH:2][CH2:3][C@@H:4]([C@H:6]([C@@H:8]([C@@H:10]([CH2:12][OH:13])[OH:11])[OH:9])[OH:7])[OH:5].[CH3:14][C:15]1([CH3:38])[S:19][C@@H:18]2[C@H:20]([NH:23][C:24]([C@H:26]([NH2:34])[C:27]3[CH:32]=[CH:31][C:30]([OH:33])=[CH:29][CH:28]=3)=[O:25])[C:21](=[O:22])[N:17]2[C@H:16]1[C:35]([OH:37])=[O:36].O.O.O>O>[CH3:1][NH:2][CH2:3][C@@H:4]([C@H:6]([C@@H:8]([C@@H:10]([CH2:12][OH:13])[OH:11])[OH:9])[OH:7])[OH:5].[CH3:14][C:15]1([CH3:38])[S:19][C@@H:18]2[C@H:20]([NH:23][C:24]([C@H:26]([NH2:34])[C:27]3[CH:28]=[CH:29][C:30]([OH:33])=[CH:31][CH:32]=3)=[O:25])[C:21](=[O:22])[N:17]2[C@H:16]1[C:35]([OH:37])=[O:36] |f:1.2.3.4|. Reported procedure: 3 G. of N-methyl-D-glucamine are added to a suspension of 6 g. of amoxicillin trihydrate in 80 ml. of water and stirred at 5° C. Insoluble material is fitered off under suction and the resulting filtrate is lyophilized. There is thus obtained the N-methyl-D-glucamine salt of amoxicillin. Melting point: about 160° C. (decomposition). [α]D25 = + 133° (c =1 in water). The solvent is CCO (EtOH). Reaction SMILES: [CH2:1]([N:3]([CH2:16][CH3:17])[C:4](=[O:15])[C:5]1[CH:10]=[CH:9][C:8](F)=[C:7]([N+:12]([O-:14])=[O:13])[CH:6]=1)[CH3:2].Cl.[CH3:19][NH2:20]>CCO>[CH2:1]([N:3]([CH2:16][CH3:17])[C:4](=[O:15])[C:5]1[CH:10]=[CH:9][C:8]([NH:20][CH3:19])=[C:7]([N+:12]([O-:14])=[O:13])[CH:6]=1)[CH3:2] |f:1.2|. Starting materials: C(C)N(C(C1=CC(=C(C=C1)F)[N+](=O)[O-])=O)CC (N,N-diethyl-4-fluoro-3-nitrobenzamide), Cl.CN (methylamine hydrochloride). Conditions: temperature 85 celsius. Reported procedure: Following general procedure 2B: A mixture of N,N-diethyl-4-fluoro-3-nitrobenzamide (0.125 g, 0.521 mmol), methylamine hydrochloride (0.035 g, 0.521 mmol) in 80% aq. EtOH (3 mL) was heated at 85° C. for 4 hours. Usual work-up provided the title compound (0.130 g, 100%) which was used without further purification. MS (ESI) (M+H)+=252. Product: C(C)N(C(C1=CC(=C(C=C1)NC)[N+](=O)[O-])=O)CC (N,N-diethyl-4-(methylamino)-3-nitrobenzamide). The yield is 99.3%. The product is CCOC(=O)c1c(NC(=O)c2ccc(F)cc2C(F)(F)F)sc2c1C(C)(C)OC2(C)C. RXN SMILES: [CH2:1]([CH3:2])[O:3][C:4](=[O:5])[c:6]1[c:7]([NH2:18])[s:8][c:9]2[c:13]1[C:12]([CH3:14])([CH3:15])[O:11][C:10]2([CH3:16])[CH3:17].[F:19][c:20]1[cH:21][c:22]([C:29]([F:30])([F:31])[F:32])[c:23]([C:24](=[O:25])[Cl:26])[cH:27][cH:28]1>>[CH2:1]([CH3:2])[O:3][C:4](=[O:5])[c:6]1[c:7]([NH:18][C:24]([c:23]2[c:22]([C:29]([F:30])([F:31])[F:32])[cH:21][c:20]([F:19])[cH:28][cH:27]2)=[O:25])[s:8][c:9]2[c:13]1[C:12]([CH3:14])([CH3:15])[O:11][C:10]2([CH3:16])[CH3:17]. Reactants: CCOC(=O)c1c(N)sc2c1C(C)(C)OC2(C)C, O=C(Cl)c1ccc(F)cc1C(F)(F)F. Reactants: N(=[N+]=[N-])[C@H]1[C@@H](O[C@@H]([C@]1(O)C(C)=O)C(O)C(C)=O)N1C(=O)NC(=O)C=C1 (2'-Azido-2'-desoxy-3',5'-diacetyl-uridine), CN(C=O)C (dimethyl formamide), C(C)O (ethanol), S(=O)(Cl)Cl (thionyl chloride). Reaction conditions: time 2 day. Yields the product N(=[N+]=[N-])[C@H]1[C@@H](O[C@@H]([C@H]1O)CO)N1C(=O)N=C(N)C=C1 (2'-Azido-2'-desoxycytidine). RXN SMILES: [N:1]([C@@H:4]1[C@:8](C(=O)C)([OH:9])[C@@H:7]([CH:13](C(=O)C)[OH:14])[O:6][C@H:5]1[N:18]1[CH:25]=[CH:24][C:22](=O)[NH:21][C:19]1=[O:20])=[N+:2]=[N-:3].C(O)C.S(Cl)(Cl)=O.C[N:34](C)C=O>>[N:1]([C@@H:4]1[C@H:8]([OH:9])[C@@H:7]([CH2:13][OH:14])[O:6][C@H:5]1[N:18]1[CH:25]=[CH:24][C:22]([NH2:34])=[N:21][C:19]1=[O:20])=[N+:2]=[N-:3]. Procedure: 1 g. 2'-Azido-2'-desoxy-3',5'-diacetyl-uridine (see J. Hobbs, H. Sternbach, M. Sprinzl and F. Eckstein, Biochemistry, 12, 5138/1973) was mixed with 14 ml. ethanol-free chloroform and 0.14 ml. dimethyl formamide and then mixed with 2 ml. thionyl chloride. The reaction mixture was boiled under reflux, with the exclusion of moisture, for 6 hours. After cooling, the reaction mixture was evaporated in a vacuum and the residue treated with ammoniacal methanol (30 ml. dry methanol plus 30 ml. methanol ... Reported procedure: To a stirred solution of 9.3 g (0.10 Mole) of aniline (IIIa) and 8.3 g (0.10 Mole) pyridine in 100 mL CH2Cl2 at 0° C. under an argon atmosphere was added a solution of 15.5 g (0.10 Mole) phenylacetyl chloride (IIa) in 25 mL CH2Cl2 over a 30 minute period. The solution was allowed to warm to 25° C. over 1 hour and was quenched into 200 mL H2O. The aqueous layer was washed with two 100 mL portions of CH2Cl2 and the combined organic layers were washed with two 100 mL portions of 10% HCl solution. T... The yield is 95.0%. Product: C1(=CC=CC=C1)NC(CC1=CC=CC=C1)=O (N-Phenyl 2-Phenylacetamide). Run in C(Cl)Cl (CH2Cl2), C(Cl)Cl (CH2Cl2). Run at temperature 25 celsius. The reactants are NC1=CC=CC=C1 (aniline), N1=CC=CC=C1 (pyridine), C1(=CC=CC=C1)CC(=O)Cl (phenylacetyl chloride). As a reaction SMILES: [NH2:1][C:2]1[CH:7]=[CH:6][CH:5]=[CH:4][CH:3]=1.N1C=CC=CC=1.[C:14]1([CH2:20][C:21](Cl)=[O:22])[CH:19]=[CH:18][CH:17]=[CH:16][CH:15]=1>C(Cl)Cl>[C:2]1([NH:1][C:21](=[O:22])[CH2:20][C:14]2[CH:19]=[CH:18][CH:17]=[CH:16][CH:15]=2)[CH:7]=[CH:6][CH:5]=[CH:4][CH:3]=1. Starting materials: BrB(Br)Br, ClCCl, CCCCCN1C(=O)C(CCC(=O)OCC)(NC(=O)C=Cc2cccc(OC)c2)c2ccccc21, O. Yields the product CCCCCN1C(=O)C(CCC(=O)OCC)(NC(=O)C=Cc2cccc(O)c2)c2ccccc21. Reaction SMILES: [B:1]([Br:2])([Br:3])[Br:4].[CH2:41]([Cl:42])[Cl:43].[CH3:5][O:6][c:7]1[cH:8][c:9]([CH:13]=[CH:14][C:15](=[O:16])[NH:17][C:18]2([CH2:33][CH2:34][C:35](=[O:36])[O:37][CH2:38][CH3:39])[C:19](=[O:32])[N:20]([CH2:27][CH2:28][CH2:29][CH2:30][CH3:31])[c:21]3[cH:22][cH:23][cH:24][cH:25][c:26]32)[cH:10][cH:11][cH:12]1.[OH2:40]>>[OH:6][c:7]1[cH:8][c:9]([CH:13]=[CH:14][C:15](=[O:16])[NH:17][C:18]2([CH2:33][CH2:34][C:35](=[O:36])[O:37][CH2:38][CH3:39])[C:19](=[O:32])[N:20]([CH2:27][CH2:28][CH2:29][CH2:30][CH3:31])[c:21]3[cH:22][cH:23][cH:24][cH:25][c:26]32)[cH:10][cH:11][cH:12]1. Reactants: C1CCOC1, [Mg+]C1CCCCC1, [Cl-], [Cl-], O=C1Nc2ccc(Cl)cc2C1=O, [NH4+]. Yields the product O=C1Nc2ccc(Cl)cc2C1(O)C1CCCCC1. As a reaction SMILES: [CH2:23]1[O:24][CH2:25][CH2:26][CH2:27]1.[CH:14]1([Mg+:20])[CH2:15][CH2:16][CH2:17][CH2:18][CH2:19]1.[Cl-:13].[Cl-:21].[Cl:1][c:2]1[cH:3][c:4]2[c:8]([cH:9][cH:10]1)[NH:7][C:6](=[O:11])[C:5]2=[O:12].[NH4+:22]>>[Cl:1][c:2]1[cH:3][c:4]2[c:8]([cH:9][cH:10]1)[NH:7][C:6](=[O:11])[C:5]2([OH:12])[CH:14]1[CH2:15][CH2:16][CH2:17][CH2:18][CH2:19]1. The reactants are Compounds, C1(=CC=C(C=C1)[C@@H]([C@H](C)N)CC1=CC(=C(C=C1)Cl)Cl)C1=CC=CC=C1 ((1S, 2S)-2-(4-biphenylyl)-3-(3,4-dichlorophenyl)-1-methylpropylamine), C(CCCCC(=O)[O-])(=O)OCC (monoethyl adipate), amine, monoester. Yields the product C1(=CC=C(C=C1)[C@@H]([C@H](C)NC(=O)CCCCC(=O)O)CC1=CC(=C(C=C1)Cl)Cl)C1=CC=CC=C1 (5-[N-{(1S, 2S)-2-(4-biphenylyl)-3-(3,4-dichlorophenyl)-1-methylpropyl}carbamoyl]pentanoic acid). Reaction SMILES: [C:1]1([C:20]2[CH:25]=[CH:24][CH:23]=[CH:22][CH:21]=2)[CH:6]=[CH:5][C:4]([C@H:7]([CH2:11][C:12]2[CH:17]=[CH:16][C:15]([Cl:18])=[C:14]([Cl:19])[CH:13]=2)[C@@H:8]([NH2:10])[CH3:9])=[CH:3][CH:2]=1.[C:26](OCC)(=[O:34])[CH2:27][CH2:28][CH2:29][CH2:30][C:31]([O-:33])=[O:32]>>[C:1]1([C:20]2[CH:21]=[CH:22][CH:23]=[CH:24][CH:25]=2)[CH:2]=[CH:3][C:4]([C@H:7]([CH2:11][C:12]2[CH:17]=[CH:16][C:15]([Cl:18])=[C:14]([Cl:19])[CH:13]=2)[C@@H:8]([NH:10][C:26]([CH2:27][CH2:28][CH2:29][CH2:30][C:31]([OH:33])=[O:32])=[O:34])[CH3:9])=[CH:5][CH:6]=1. Procedure details: Compounds of Examples 67 to 71 were prepared in the same manner as in Example 66 except that (1S, 2S)-2-(4-biphenylyl)-3-(3,4-dichlorophenyl)-1-methylpropylamine and monoethyl adipate used as the starting materials in the above reaction were changed to the respective corresponding amine compounds and/or monoester derivatives.